Dataset: the Open Reaction Database (ORD), a public repository of structured organic reaction records. Task: describe an organic reaction: reactants, conditions, products, and yield Starting materials: CCN(CC)S(F)(F)F (DAST), OC(CN1N=C(N=C1)[N+](=O)[O-])COCCOC (1-[2'-hydroxy-3'-(2"-methoxyethoxy)-propyl]-3-nitro-1,2,4-triazole), O1CCOCC1 (1,4-dioxane), CCN(CC)S(F)(F)F (DAST). The solvent is O (water). Yields the product FC(CN1N=C(N=C1)[N+](=O)[O-])COCCOC (1-[2'-fluoro-3'-(2"-methoxyethoxy)-propyl]-3-nitro-1,2,4-triazole). Yield: 44.8%. Reaction SMILES: O[CH:2]([CH2:12][O:13][CH2:14][CH2:15][O:16][CH3:17])[CH2:3][N:4]1[CH:8]=[N:7][C:6]([N+:9]([O-:11])=[O:10])=[N:5]1.O1CCOCC1.CCN(S(F)(F)[F:30])CC>O>[F:30][CH:2]([CH2:12][O:13][CH2:14][CH2:15][O:16][CH3:17])[CH2:3][N:4]1[CH:8]=[N:7][C:6]([N+:9]([O-:11])=[O:10])=[N:5]1. Reported procedure: To 1.1 g (4.5 mmol) of 1-[2'-hydroxy-3'-(2"-methoxyethoxy)-propyl]-3-nitro-1,2,4-triazole, 10 ml of 1,4-dioxane was added and then 1.0 g (6.2 mmol) of DAST was dropwise added. Then, the mixture was reacted for a day at room temperature with stirring. After the reaction, to the reaction solution, 2 ml of water was added to decompose excess DAST. The solution was concentrated and partitioned between chloroform and water. The chloroform phase was washed with water, dried on magnesium sulfate and fi...